Dataset: the Open Reaction Database (ORD), a public repository of structured organic reaction records. Task: describe an organic reaction: reactants, conditions, products, and yield The reactants are C(C1=CC=CC=C1)OC1=CC=C2C(C(=C(OC2=C1O)C(C)C)C1=CC=C(C=C1)Cl)=O (7-benzyloxy-3-(4-chlorophenyl)-8-hydroxy-2-isopropyl-chromen-4-one), IC (iodomethane), C(=O)([O-])[O-].[K+].[K+] (K2CO3). Run in C(C)(=O)OCC (ethyl acetate), O (water), CN(C=O)C (N,N-dimethylformamide). Reaction conditions: time 72 hour. Product: C(C1=CC=CC=C1)OC1=CC=C2C(C(=C(OC2=C1OC)C(C)C)C1=CC=C(C=C1)Cl)=O (7-Benzyloxy-3-(4-chlorophenyl)-2-isopropyl-8-methoxy-chromen-4-one). Reaction SMILES: [CH2:1]([O:8][C:9]1[C:18]([OH:19])=[C:17]2[C:12]([C:13](=[O:30])[C:14]([C:23]3[CH:28]=[CH:27][C:26]([Cl:29])=[CH:25][CH:24]=3)=[C:15]([CH:20]([CH3:22])[CH3:21])[O:16]2)=[CH:11][CH:10]=1)[C:2]1[CH:7]=[CH:6][CH:5]=[CH:4][CH:3]=1.IC.[C:33]([O-])([O-])=O.[K+].[K+]>CN(C)C=O.C(OCC)(=O)C.O>[CH2:1]([O:8][C:9]1[C:18]([O:19][CH3:33])=[C:17]2[C:12]([C:13](=[O:30])[C:14]([C:23]3[CH:28]=[CH:27][C:26]([Cl:29])=[CH:25][CH:24]=3)=[C:15]([CH:20]([CH3:22])[CH3:21])[O:16]2)=[CH:11][CH:10]=1)[C:2]1[CH:7]=[CH:6][CH:5]=[CH:4][CH:3]=1 |f:2.3.4|. Procedure: To a solution of 7-benzyloxy-3-(4-chlorophenyl)-8-hydroxy-2-isopropyl-chromen-4-one (3.01 g, 7.15 mmol) and iodomethane (1.17 g, 8.22 mmol) in N,N-dimethylformamide (60 ml) is added K2CO3 (1.98 g, 14.3 mmol). The reaction mixture is stirred at room temperature for 72 h. The mixture is diluted with ethyl acetate and water, and the organic phase is washed with sodium thiosulfate solution and brine, dried (MgSO4) and concentrated in vacuo. The resulting off-white solid residue is triturated with et...